Task: describe an organic reaction: reactants, conditions, products, and yield. Dataset: the Open Reaction Database (ORD), a public repository of structured organic reaction records The reactants are CN(C)N1C=C(C(C2=CC=CC=C12)=O)C(=O)[O-] (dimethylamino-4-oxo-1,4-dihydro-3-quinolinecarboxylate), ClC1=CC=C(CN)C=C1 (4-chlorobenzylamine). Yields the product ClC1=CC=C(CNC(=O)C2=CN(C3=CC=CC=C3C2=O)N(C)C)C=C1 (N-(4-Chlorobenzyl)-1-(dimethylamino)-4-oxo-1,4-dihydro-3-quinolinecarboxamide). Reaction SMILES: [CH3:1][N:2]([N:4]1[C:13]2[C:8](=[CH:9][CH:10]=[CH:11][CH:12]=2)[C:7](=[O:14])[C:6]([C:15]([O-:17])=O)=[CH:5]1)[CH3:3].[Cl:18][C:19]1[CH:26]=[CH:25][C:22]([CH2:23][NH2:24])=[CH:21][CH:20]=1>>[Cl:18][C:19]1[CH:26]=[CH:25][C:22]([CH2:23][NH:24][C:15]([C:6]2[C:7](=[O:14])[C:8]3[C:13](=[CH:12][CH:11]=[CH:10][CH:9]=3)[N:4]([N:2]([CH3:1])[CH3:3])[CH:5]=2)=[O:17])=[CH:21][CH:20]=1. Procedure: Ethyl 1-(dimethylamino-4-oxo-1,4-dihydro-3-quinolinecarboxylate (0.21 g) of Preparation No. 59 and 4-chlorobenzylamine (1.2 mL) are heated to 180° C. for 10 hrs under nitrogen. The product is precipitated from the cooled reaction mixture by dilution with a mixture of toluene and hexanes. The crude product is then recrystallized from aqueous acetic acid to give 0.030 g of the title compound. Reactants: FC(S(=O)(=O)O)(F)F (trifluoromethanesulfonic acid), C(C1=CC=CC=C1)(=O)C1=C(C=C(OCC(COC2=CC(=C(C=C2)C(C2=CC=CC=C2)=O)O)O)C=C1)O (1,3-bis-(4-benzoyl-3-hydroxyphenoxy)-2-propanol), C(#N)CC(=O)O (cyanoacetic acid). Run in ClCCCl (1,2-dichloroethane). Yields the product C(#N)CC(=O)OC(COC1=CC(=C(C=C1)C(C1=CC=CC=C1)=O)O)COC1=CC(=C(C=C1)C(C1=CC=CC=C1)=O)O (1,3-bis-(4-benzoyl-3-hydroxyphenoxy)-prop-2-yl cyanoacetate). Yield: 87.0%. RXN SMILES: FC(F)(F)S(O)(=O)=O.[C:9]([C:17]1[CH:43]=[CH:42][C:20]([O:21][CH2:22][CH:23]([OH:41])[CH2:24][O:25][C:26]2[CH:31]=[CH:30][C:29]([C:32](=[O:39])[C:33]3[CH:38]=[CH:37][CH:36]=[CH:35][CH:34]=3)=[C:28]([OH:40])[CH:27]=2)=[CH:19][C:18]=1[OH:44])(=[O:16])[C:10]1[CH:15]=[CH:14][CH:13]=[CH:12][CH:11]=1.[C:45]([CH2:47][C:48](O)=[O:49])#[N:46]>ClCCCl>[C:45]([CH2:47][C:48]([O:41][CH:23]([CH2:22][O:21][C:20]1[CH:42]=[CH:43][C:17]([C:9](=[O:16])[C:10]2[CH:11]=[CH:12][CH:13]=[CH:14][CH:15]=2)=[C:18]([OH:44])[CH:19]=1)[CH2:24][O:25][C:26]1[CH:31]=[CH:30][C:29]([C:32](=[O:39])[C:33]2[CH:34]=[CH:35][CH:36]=[CH:37][CH:38]=2)=[C:28]([OH:40])[CH:27]=1)=[O:49])#[N:46]. Procedure: 3 g of trifluoromethanesulfonic acid were added to a solution of 48.5 g (0.1 mole) of 1,3-bis-(4-benzoyl-3-hydroxyphenoxy)-2-propanol and 51 g (0.6 mole) of cyanoacetic acid in 750 ml of 1,2-dichloroethane, and the solution was heated for 9 hours at a temperature of 80° to 85° C. After cooling to room temperature, the reaction mixture was washed with three times 400 ml of water. The 1,2-dichloroethane was distilled off from the reaction mixture under a pressure of 50 mbar and a temperature of 35... Product: Cl.C(C)(C)(C)C1=CC(=C(C=C1Cl)C=1N([C@@H]([C@@H](N1)C1=CC=C(C=C1)Cl)C1=CC=C(C=C1)Cl)C(=O)N1CCN(CC1)S(=O)(=O)CC)OCC ([(4S,5R)-2-(4-tert-Butyl-5-chloro-2-ethoxy-phenyl)-4,5-bis-(4-chloro-phenyl)-4,5-dihydro-imidazol-1-yl]-(4-ethanesulfonyl-piperazin-1-yl)-methanone hydrochloride). Procedure: [(4S,5R)-2-(4-tert-Butyl-5-chloro-2-ethoxy-phenyl)-4,5-bis-(4-chloro-phenyl)-4,5-dihydro-imidazol-1-yl]-(4-ethanesulfonyl-piperazin-1-yl)-methanone hydrochloride was prepared from (4S,5R)-2-(4-tert-butyl-5-chloro-2-ethoxy-phenyl)-4,5-bis-(4-chloro-phenyl)-4,5-dihydro-imidazole-1-carbonyl chloride (example 12h) and 1-ethanesulfonyl-piperazine (example 14) in an analogous manner as described in example 25. LR-MS: 707.4 [(M+H)+] Reaction SMILES: [C:1]([C:5]1[C:10]([Cl:11])=[CH:9][C:8]([C:12]2[N:13]([C:31](Cl)=[O:32])[C@H:14]([C:24]3[CH:29]=[CH:28][C:27]([Cl:30])=[CH:26][CH:25]=3)[C@H:15]([C:17]3[CH:22]=[CH:21][C:20]([Cl:23])=[CH:19][CH:18]=3)[N:16]=2)=[C:7]([O:34][CH2:35][CH3:36])[CH:6]=1)([CH3:4])([CH3:3])[CH3:2].[CH2:37]([S:39]([N:42]1[CH2:47][CH2:46][NH:45][CH2:44][CH2:43]1)(=[O:41])=[O:40])[CH3:38]>>[ClH:11].[C:1]([C:5]1[C:10]([Cl:11])=[CH:9][C:8]([C:12]2[N:13]([C:31]([N:45]3[CH2:44][CH2:43][N:42]([S:39]([CH2:37][CH3:38])(=[O:41])=[O:40])[CH2:47][CH2:46]3)=[O:32])[C@H:14]([C:24]3[CH:25]=[CH:26][C:27]([Cl:30])=[CH:28][CH:29]=3)[C@H:15]([C:17]3[CH:18]=[CH:19][C:20]([Cl:23])=[CH:21][CH:22]=3)[N:16]=2)=[C:7]([O:34][CH2:35][CH3:36])[CH:6]=1)([CH3:4])([CH3:2])[CH3:3] |f:2.3|. Reactants: C(C)(C)(C)C1=CC(=C(C=C1Cl)C=1N([C@@H]([C@@H](N1)C1=CC=C(C=C1)Cl)C1=CC=C(C=C1)Cl)C(=O)Cl)OCC ((4S,5R)-2-(4-tert-butyl-5-chloro-2-ethoxy-phenyl)-4,5-bis-(4-chloro-phenyl)-4,5-dihydro-imidazole-1-carbonyl chloride), C(C)S(=O)(=O)N1CCNCC1 (1-ethanesulfonyl-piperazine). The reactants are CCCC[N+](CCCC)(CCCC)CCCC, C1CCOC1, CC(C)(O)c1ncc(CO[Si](C)(C)C(C)(C)C)cc1Cl, [F-]. The product is CC(C)(O)c1ncc(CO)cc1Cl. RXN SMILES: [CH2:22]([N+:23]([CH2:24][CH2:25][CH2:26][CH3:27])([CH2:28][CH2:29][CH2:30][CH3:31])[CH2:32][CH2:33][CH2:34][CH3:35])[CH2:36][CH2:37][CH3:38].[CH2:39]1[O:40][CH2:41][CH2:42][CH2:43]1.[Cl:1][c:2]1[c:3]([C:17]([CH3:18])([CH3:19])[OH:20])[n:4][cH:5][c:6]([CH2:8][O:9][Si:10]([C:11]([CH3:12])([CH3:13])[CH3:14])([CH3:15])[CH3:16])[cH:7]1.[F-:21]>>[Cl:1][c:2]1[c:3]([C:17]([CH3:18])([CH3:19])[OH:20])[n:4][cH:5][c:6]([CH2:8][OH:9])[cH:7]1.